This data is from the Open Reaction Database (ORD), a public repository of structured organic reaction records. The task is: describe an organic reaction: reactants, conditions, products, and yield Starting materials: C(C)(=O)O[BH-](OC(C)=O)OC(C)=O.[Na+] (Sodium triacetoxyborohydride), C(C)(=O)O (acetic acid), C(=O)(OC(C)(C)C)N1CC(=C(C=C1)N)C=O (N-Boc-4-amino-3-pyridine carboxaldehyde), NC1CCN(CC1)C(=O)OCC (ethyl 4-aminopiperidine-1-carboxylate), ClC(C)Cl (dichloroethane). Conditions: time 8 hour. Yields the product C(C)(C)(C)OC(=O)NC1=C(C=NC=C1)CNC1CCN(CC1)C(=O)OCC (Ethyl 4-[({4-[(tert-butoxycarbonyl)amino]pyridin-3-yl}methyl)amino]piperidine-1-carboxylate). Reaction SMILES: [C:1](O[BH-](OC(=O)C)OC(=O)C)(=O)C.[Na+].C(O)(=O)C.[C:19]([N:26]1[CH:31]=[CH:30][C:29]([NH2:32])=C(C=O)C1)([O:21][C:22]([CH3:25])([CH3:24])[CH3:23])=[O:20].[NH2:35][CH:36]1[CH2:41][CH2:40][N:39]([C:42]([O:44][CH2:45][CH3:46])=[O:43])[CH2:38][CH2:37]1.Cl[CH:48](Cl)[CH3:49]>>[C:22]([O:21][C:19]([NH:26][C:31]1[CH:30]=[CH:29][N:32]=[CH:1][C:48]=1[CH2:49][NH:35][CH:36]1[CH2:37][CH2:38][N:39]([C:42]([O:44][CH2:45][CH3:46])=[O:43])[CH2:40][CH2:41]1)=[O:20])([CH3:23])([CH3:24])[CH3:25] |f:0.1|. Procedure details: Sodium triacetoxyborohydride (1.70 g, 8.03 mmol) and acetic acid (0.29, 4.82 mmol) were added to a solution of N-Boc-4-amino-3-pyridine carboxaldehyde (0.36 g, 1.61 mmol) and ethyl 4-aminopiperidine-1-carboxylate (0.33 g, 1.93 mmol) in dichloroethane (5 mL) at room temperature. The reaction was stirred overnight, and quenched with saturated aqueous sodium bicarbonate. This was separated, extracted with ethyl acetate and the combined organics were dried over sodium sulfate. The solution was filte...